Dataset: the Open Reaction Database (ORD), a public repository of structured organic reaction records. Task: describe an organic reaction: reactants, conditions, products, and yield Reactants: CC(=O)OCc1cc(Br)ccc1F, CCO, CCOCC, [Na+], [OH-], O. The product is OCc1cc(Br)ccc1F. RXN SMILES: [C:1](=[O:2])([CH3:3])[O:4][CH2:5][c:6]1[c:7]([F:13])[cH:8][cH:9][c:10]([Br:12])[cH:11]1.[CH3:14][CH2:15][OH:16].[CH3:20][CH2:21][O:22][CH2:23][CH3:24].[Na+:18].[OH-:17].[OH2:19]>>[OH:4][CH2:5][c:6]1[c:7]([F:13])[cH:8][cH:9][c:10]([Br:12])[cH:11]1. The reactants are O=C1NCCCO1, OCc1ccc(C#Cc2ccccc2)cn1. Product: O=C1OCCCN1Cc1ccc(C#Cc2ccccc2)cn1. RXN SMILES: [O:17]1[C:18](=[O:23])[NH:19][CH2:20][CH2:21][CH2:22]1.[c:1]1([C:7]#[C:8][c:9]2[cH:10][cH:11][c:12]([CH2:15][OH:16])[n:13][cH:14]2)[cH:2][cH:3][cH:4][cH:5][cH:6]1>>[c:1]1([C:7]#[C:8][c:9]2[cH:10][cH:11][c:12]([CH2:15][N:19]3[C:18](=[O:23])[O:17][CH2:22][CH2:21][CH2:20]3)[n:13][cH:14]2)[cH:2][cH:3][cH:4][cH:5][cH:6]1. The reactants are C[O-] (methoxide), Cl.NO (hydroxylamine hydrochloride), CC=1C=C(C=NC1SC)C#N (5-methyl-6-methylthio-3-pyridinecarbonitrile). Run in CO (methanol). Run at time 7 day. The product is CC=1C=C(C=NC1SC)C(=O)N (5-Methyl-6-methylthio-3-pyridinecarboxamide). Isolated yield 74.7%. RXN SMILES: C[O-:2].Cl.NO.[CH3:6][C:7]1[CH:8]=[C:9]([C:15]#[N:16])[CH:10]=[N:11][C:12]=1[S:13][CH3:14]>CO>[CH3:6][C:7]1[CH:8]=[C:9]([C:15]([NH2:16])=[O:2])[CH:10]=[N:11][C:12]=1[S:13][CH3:14] |f:1.2|. Procedure: To a stirred s odiu m methoxide solution (25 wt % in methanol; 10.53 g, 48.7 mmol) diluted in dry methanol (100 mL) at room temperature under a nitrogen atmosphere was added hydroxylamine hydrochloride (3.38 g, 48.7 mmol) and 5-methyl-6-methylthio-3-pyridinecarbonitrile (2.00 g, 12.2 mmol). The white suspension was stirred at room temperature for 7 days, when it was evaporated in vacuo. The crude white solid was chromatographed on silica gel (25% EtOAc/pentane) yielding the desired product (1.66... Product: CCC12CC3CC(O)(C1)CC(c1ccccc1)(C3)C2. Reactants: CCC12CC3CC(C1)CC(c1ccccc1)(C3)C2, CC(=O)O, CC(=O)OC(C)=O, O. RXN SMILES: [CH2:1]([CH3:2])[C:3]12[CH2:4][C:5]3([c:13]4[cH:14][cH:15][cH:16][cH:17][cH:18]4)[CH2:6][CH:7]([CH2:8][CH:9]([CH2:10]1)[CH2:11]3)[CH2:12]2.[CH3:20][C:21](=[O:22])[OH:23].[CH3:24][C:25]([O:26][C:27](=[O:28])[CH3:29])=[O:30].[OH2:19]>>[CH2:1]([CH3:2])[C:3]12[CH2:4][C:5]3([c:13]4[cH:14][cH:15][cH:16][cH:17][cH:18]4)[CH2:6][C:7]([OH:19])([CH2:8][CH:9]([CH2:10]1)[CH2:11]3)[CH2:12]2. Procedure details: To a solution of 260 mg of (Z)-[4,4-difluoro-1-(4-methyl-2-phenylthiazole-5-carbonyl)-2,3,4,5-tetrahydro-1H-1-benzoazepin-5-ylidene]acetic acid in 20 ml of tetrahydrofuran were added 118 mg of 1-hydroxybenzotriazole, 167 mg of 1-ethyl-3-(3-dimethylaminopropyl)carbodiimide monohydro-chloride, 600 mg of (dibenzyl) [2-(4-piperidyl)ethyl]amine and 310 μl of triethylamine, and the mixture was stirred at room temperature for 18 hours. To the reaction solution was added a saturated aqueous solution of ... Solvent: O1CCCC1 (tetrahydrofuran), C(C)N(CC)CC (triethylamine). Run at time 18 hour. Yields the product Cl.FC\1(CCN(C2=C(/C1=C/C(=O)N1CCC(CC1)CCNCC1=CC=CC=C1)C=CC=C2)C(=O)C2=C(N=C(S2)C2=CC=CC=C2)C)F ((Z)-4,4-difluoro-5-(2-{4-[2-(benzylamino)ethyl]piperidino)-2-oxoethylidene)-1-(4-methyl-2-phenylthiazole-5-carbonyl)-2,3,4,5-tetrahydro-1H-1-benzoazepine monohydrochloride). Yield: 3.5%. Reaction SMILES: [F:1][C:2]1([F:31])[CH2:3][CH2:4][N:5]([C:17]([C:19]2[S:23][C:22]([C:24]3[CH:29]=[CH:28][CH:27]=[CH:26][CH:25]=3)=[N:21][C:20]=2[CH3:30])=[O:18])[C:6]2[CH:16]=[CH:15][CH:14]=[CH:13][C:7]=2/[C:8]/1=[CH:9]/[C:10]([OH:12])=O.ON1C2C=CC=CC=2N=N1.[ClH:42].C(N=C=NCCCN(C)C)C.[CH2:54]([N:61](CC1C=CC=CC=1)[CH2:62][CH2:63][CH:64]1[CH2:69][CH2:68][NH:67][CH2:66][CH2:65]1)[C:55]1[CH:60]=[CH:59][CH:58]=[CH:57][CH:56]=1.C(=O)(O)[O-].[Na+]>O1CCCC1.C(N(CC)CC)C>[ClH:42].[F:1][C:2]1([F:31])[CH2:3][CH2:4][N:5]([C:17]([C:19]2[S:23][C:22]([C:24]3[CH:29]=[CH:28][CH:27]=[CH:26][CH:25]=3)=[N:21][C:20]=2[CH3:30])=[O:18])[C:6]2[CH:16]=[CH:15][CH:14]=[CH:13][C:7]=2/[C:8]/1=[CH:9]/[C:10]([N:67]1[CH2:66][CH2:65][CH:64]([CH2:63][CH2:62][NH:61][CH2:54][C:55]2[CH:56]=[CH:57][CH:58]=[CH:59][CH:60]=2)[CH2:69][CH2:68]1)=[O:12] |f:2.3,5.6,9.10|. Reactants: FC\1(CCN(C2=C(/C1=C/C(=O)O)C=CC=C2)C(=O)C2=C(N=C(S2)C2=CC=CC=C2)C)F ((Z)-[4,4-difluoro-1-(4-methyl-2-phenylthiazole-5-carbonyl)-2,3,4,5-tetrahydro-1H-1-benzoazepin-5-ylidene]acetic acid), ON1N=NC2=C1C=CC=C2 (1-hydroxybenzotriazole), Cl.C(C)N=C=NCCCN(C)C (1-ethyl-3-(3-dimethylaminopropyl)carbodiimide monohydro-chloride), C(C1=CC=CC=C1)N(CCC1CCNCC1)CC1=CC=CC=C1 ((dibenzyl) [2-(4-piperidyl)ethyl]amine), C([O-])(O)=O.[Na+] (sodium bicarbonate).